From a dataset of the Open Reaction Database (ORD), a public repository of structured organic reaction records. describe an organic reaction: reactants, conditions, products, and yield The reactants are CCOC(=O)Cc1c(C)[nH]c2ccc(OC)cc12, COc1ccc2c(c1)c(CC(=O)O)c(C)n2Cc1ccccc1OC, COc1ccccc1CCl. Product: CCOC(=O)Cc1c(C)n(Cc2ccccc2OC)c2ccc(OC)cc12. As a reaction SMILES: [CH2:26]([CH3:27])[O:28][C:29](=[O:30])[CH2:31][c:32]1[c:33]2[c:34]([cH:35][cH:36][c:37]([O:38][CH3:39])[cH:40]2)[nH:41][c:42]1[CH3:43].[CH3:1][O:2][c:3]1[cH:4][c:5]2[c:6]([CH2:22][C:23](=[O:24])[OH:25])[c:7]([CH3:21])[n:8]([CH2:12][c:13]3[c:14]([O:19][CH3:20])[cH:15][cH:16][cH:17][cH:18]3)[c:9]2[cH:10][cH:11]1.[CH3:44][O:45][c:46]1[cH:47][cH:48][cH:49][cH:50][c:51]1[CH2:52][Cl:53]>>[CH3:1][O:2][c:3]1[cH:4][c:5]2[c:6]([CH2:22][C:23]([O:24][CH2:26][CH3:27])=[O:25])[c:7]([CH3:21])[n:8]([CH2:12][c:13]3[c:14]([O:19][CH3:20])[cH:15][cH:16][cH:17][cH:18]3)[c:9]2[cH:10][cH:11]1.